Task: describe an organic reaction: reactants, conditions, products, and yield. Dataset: the Open Reaction Database (ORD), a public repository of structured organic reaction records Reactants: Cc1ccc2nc(-c3ccc(C(=O)O)cc3)cc(C(=O)O)c2c1, [Na+], [Na+], O=C([O-])[O-], O, c1ccc2ncccc2c1. The product is Cc1ccc2nc(-c3ccc(C(=O)O)cc3)ccc2c1. As a reaction SMILES: [C:1](=[O:2])([OH:3])[c:4]1[cH:5][cH:6][c:7](-[c:10]2[n:11][c:12]3[cH:13][cH:14][c:15]([CH3:23])[cH:16][c:17]3[c:18]([C:20]([OH:21])=[O:22])[cH:19]2)[cH:8][cH:9]1.[Na+:25].[Na+:26].[O-:27][C:28](=[O:29])[O-:30].[OH2:24].[cH:31]1[cH:32][c:33]2[c:34]([n:35][cH:36][cH:37][cH:38]2)[cH:39][cH:40]1>>[C:1](=[O:2])([OH:3])[c:4]1[cH:5][cH:6][c:7](-[c:10]2[n:11][c:12]3[cH:13][cH:14][c:15]([CH3:23])[cH:16][c:17]3[cH:18][cH:19]2)[cH:8][cH:9]1. Reactants: NC=1SC=C(N1)C(C(=O)N[C@H]1[C@H]2SCC(=C(N2C1=O)C(=O)O)CS(=O)(=O)C1=CC(=C(C=C1)O)O)=O ((6R,7R)-7-(2-Amino-4-thiazoleglyoxylamido)-3-[[(3,4-dihydroxyphenyl)sulphonyl]methyl]-8-oxo-5-thia-1-azabicyclo[4.2.0]oct-2-ene-2-carboxylic acid), Cl.NOC(C(=O)NNC(C1=CC(=C(C=C1)O)O)=O)(C)C (1-[2-(aminooxy)-2-methylpropionyl]-2-(3,4-dihydroxybenzoyl)hydrazine hydrochloride). Run in CC(=O)N(C)C (dimethylacetamide). Conditions: time 20 hour. The product is NC=1SC=C(N1)/C(/C(=O)N[C@H]1[C@H]2SCC(=C(N2C1=O)C(=O)O)CS(=O)(=O)C1=CC(=C(C=C1)O)O)=N/OC(C)(C)C(NNC(C1=CC(=C(C=C1)O)O)=O)=O ((6R,7R)-7-[(Z)-2-(2-amino-4-thiazolyl)-2-[[1-[3-(3,4-dihydroxybenzoyl)carbazoyl]-1-methylethoxy]imino]acetamido]-3-[[(3,4-dihydroxyphenyl)sulphonyl]methyl]-8-oxo-5-thia-1-azabicyclo[4.2.0]oct-2-ene-2-carboxylic acid). The yield is 84.2%. As a reaction SMILES: [NH2:1][C:2]1[S:3][CH:4]=[C:5]([C:7](=O)[C:8]([NH:10][C@@H:11]2[C:18](=[O:19])[N:17]3[C@@H:12]2[S:13][CH2:14][C:15]([CH2:23][S:24]([C:27]2[CH:32]=[CH:31][C:30]([OH:33])=[C:29]([OH:34])[CH:28]=2)(=[O:26])=[O:25])=[C:16]3[C:20]([OH:22])=[O:21])=[O:9])[N:6]=1.Cl.[NH2:37][O:38][C:39]([CH3:55])([CH3:54])[C:40]([NH:42][NH:43][C:44](=[O:53])[C:45]1[CH:50]=[CH:49][C:48]([OH:51])=[C:47]([OH:52])[CH:46]=1)=[O:41]>CC(N(C)C)=O>[NH2:1][C:2]1[S:3][CH:4]=[C:5](/[C:7](=[N:37]/[O:38][C:39]([C:40](=[O:41])[NH:42][NH:43][C:44](=[O:53])[C:45]2[CH:50]=[CH:49][C:48]([OH:51])=[C:47]([OH:52])[CH:46]=2)([CH3:54])[CH3:55])/[C:8]([NH:10][C@@H:11]2[C:18](=[O:19])[N:17]3[C@@H:12]2[S:13][CH2:14][C:15]([CH2:23][S:24]([C:27]2[CH:32]=[CH:31][C:30]([OH:33])=[C:29]([OH:34])[CH:28]=2)(=[O:26])=[O:25])=[C:16]3[C:20]([OH:22])=[O:21])=[O:9])[N:6]=1 |f:1.2|. Procedure: (6R,7R)-7-(2-Amino-4-thiazoleglyoxylamido)-3-[[(3,4-dihydroxyphenyl)sulphonyl]methyl]-8-oxo-5-thia-1-azabicyclo[4.2.0]oct-2-ene-2-carboxylic acid (160 mg) (0.30 mmol) are dissolved in 2.0 ml of dimethylacetamide, treated with 130 mg (0.39 mmol) of 1-[2-(aminooxy)-2-methylpropionyl]-2-(3,4-dihydroxybenzoyl)hydrazine hydrochloride and stirred at room temperature for 20 hours. The dimethylacetamide is evaporated under a high vacuum and the product is precipitated by the addition of water. The purif... Starting materials: C(CCCCCCCCC)C1=CC=C(C(=O)NC2(CN(CC2)C)CC(=O)OCC)C=C1 (ethyl 2-(3-(4-decylbenzamido)-1-methylpyrrolidin-3-yl)acetate), CI (methyl iodide). Yields the product [I-].C(CCCCCCCCC)C1=CC=C(C(=O)NC2(C[N+](CC2)(C)C)CC(=O)OCC)C=C1 (3-(4-decylbenzamido)-3-(2-ethoxy-2-oxoethyl)-1,1-dimethylpyrrolidinium iodide). As a reaction SMILES: [CH2:1]([C:11]1[CH:31]=[CH:30][C:14]([C:15]([NH:17][C:18]2([CH2:24][C:25]([O:27][CH2:28][CH3:29])=[O:26])[CH2:22][CH2:21][N:20]([CH3:23])[CH2:19]2)=[O:16])=[CH:13][CH:12]=1)[CH2:2][CH2:3][CH2:4][CH2:5][CH2:6][CH2:7][CH2:8][CH2:9][CH3:10].[CH3:32][I:33]>>[I-:33].[CH2:1]([C:11]1[CH:31]=[CH:30][C:14]([C:15]([NH:17][C:18]2([CH2:24][C:25]([O:27][CH2:28][CH3:29])=[O:26])[CH2:22][CH2:21][N+:20]([CH3:32])([CH3:23])[CH2:19]2)=[O:16])=[CH:13][CH:12]=1)[CH2:2][CH2:3][CH2:4][CH2:5][CH2:6][CH2:7][CH2:8][CH2:9][CH3:10] |f:2.3|. Reported procedure: According to the method described in example 2a, ethyl 2-(3-(4-decylbenzamido)-1-methylpyrrolidin-3-yl)acetate (35 mg, 0.08 mmol) was reacted with methyl iodide to give the title compound as a white solid (46 mg, quantitive). MS ESI 445.3 [M]+, calcd for [C27H45N2O3+] 445.34. Procedure: To a stirred solution of 2-bromo-N-(1-hydroxy-2-methylpropan-2-yl)-5-((2-(trimethylsilyl)ethoxy)methyl)-5H-pyrrolo[2,3-b]pyrazine-7-carboxamide (140 mg, 316 μmol) in toluene (2 mL) was added copper (I) iodide (3.17 mg, 35.4 μmol), sodium iodide (94.7 mg, 631 mmol) and trans-N,N′-dimethylcyclohexane-1,2-diamine (11.5 mg, 80.5 μmol). The reaction mixture was sealed under nitrogen and the mixture heated at 110° C. for 15 h. To the mixture was added 1H-indazole (37.3 mg, 316 μmol) and potassium phos... The solvent is C1(=CC=CC=C1)C (toluene). The reactants are BrC=1N=C2C(=NC1)N(C=C2C(=O)NC(CO)(C)C)COCC[Si](C)(C)C (2-bromo-N-(1-hydroxy-2-methylpropan-2-yl)-5-((2-(trimethylsilyl)ethoxy)methyl)-5H-pyrrolo[2,3-b]pyrazine-7-carboxamide), [I-].[Na+] (sodium iodide), CN[C@H]1[C@@H](CCCC1)NC (trans-N,N′-dimethylcyclohexane-1,2-diamine), N1N=CC2=CC=CC=C12 (1H-indazole), [O-]P(=O)([O-])[O-].[K+].[K+].[K+] (potassium phosphate tribasic). Reagents/catalysts: [Cu]I (copper (I) iodide). RXN SMILES: Br[C:2]1[N:3]=[C:4]2[C:10]([C:11]([NH:13][C:14]([CH3:18])([CH3:17])[CH2:15][OH:16])=[O:12])=[CH:9][N:8]([CH2:19][O:20][CH2:21][CH2:22][Si:23]([CH3:26])([CH3:25])[CH3:24])[C:5]2=[N:6][CH:7]=1.[I-].[Na+].CN[C@@H]1CCCC[C@H]1NC.[NH:39]1[C:47]2[C:42](=[CH:43][CH:44]=[CH:45][CH:46]=2)[CH:41]=[N:40]1.[O-]P([O-])([O-])=O.[K+].[K+].[K+]>C1(C)C=CC=CC=1.[Cu]I>[OH:16][CH2:15][C:14]([NH:13][C:11]([C:10]1[C:4]2[C:5](=[N:6][CH:7]=[C:2]([N:39]3[C:47]4[C:42](=[CH:43][CH:44]=[CH:45][CH:46]=4)[CH:41]=[N:40]3)[N:3]=2)[N:8]([CH2:19][O:20][CH2:21][CH2:22][Si:23]([CH3:26])([CH3:25])[CH3:24])[CH:9]=1)=[O:12])([CH3:18])[CH3:17] |f:1.2,5.6.7.8|. Isolated yield 73.7%. Run at temperature 110 celsius. The product is OCC(C)(C)NC(=O)C1=CN(C2=NC=C(N=C21)N2N=CC1=CC=CC=C21)COCC[Si](C)(C)C (N-(1-Hydroxy-2-methylpropan-2-yl)-2-(1H-indazol-1-yl)-5-((2-(trimethylsilyl)ethoxy)methyl)-5H-pyrrolo[2,3-b]pyrazine-7-carboxamide). The reactants are FC(C(=O)OCC)(F)F (ethyl trifluoroacetate), [H-].[Na+] (Sodium hydride), C1(=CC=CC=C1)C (toluene), C(CC(=O)N)(=O)N (Malonamide). The solvent is C(CCC)O (Butanol). Reaction conditions: time 16 hour. Yields the product OC1=NC(=NC(=C1)O)C(F)(F)F (4,6-Dihydroxy-2-trifluoromethylpyrimidine). Isolated yield 44.5%. Reaction SMILES: [H-].[Na+].C1(C)C=CC=CC=1.[C:10]([NH2:16])(=[O:15])[CH2:11][C:12]([NH2:14])=[O:13].[F:17][C:18]([F:25])([F:24])[C:19](OCC)=O>C(O)CCC>[OH:13][C:12]1[CH:11]=[C:10]([OH:15])[N:16]=[C:19]([C:18]([F:25])([F:24])[F:17])[N:14]=1 |f:0.1|. Procedure: Sodium hydride (900 g, 57.5% dispersion in mineral oil; 518 g active NaH; 22.5M) was stirred with 7.5 L toluene in a 22 L round-bottomed flask. Butanol was added over 5 hr. so that the pot temperature was maintained at 40°. The mixture was stirred an additional 16 hr. Malonamide (765 g; 7.5 M) was added, followed by ethyl trifluoroacetate (1065 g; 7.5 M). The ensuing reaction was exothermic; the mixture was then heated on a steam-bath for 3.5 hrs. It was then stirred at 23°-25° for an additional... Starting materials: CC[SiH](CC)CC, ClCCl, COc1ccc(Oc2c(C)cc([N+](=O)[O-])cc2C)cc1C(=O)c1ccc(F)cc1, O=C(O)C(F)(F)F. The product is COc1ccc(Oc2c(C)cc([N+](=O)[O-])cc2C)cc1Cc1ccc(F)cc1. RXN SMILES: [CH2:30]([SiH:31]([CH2:32][CH3:33])[CH2:34][CH3:35])[CH3:36].[CH2:37]([Cl:38])[Cl:39].[F:1][c:2]1[cH:3][cH:4][c:5]([C:8](=[O:9])[c:10]2[c:11]([O:28][CH3:29])[cH:12][cH:13][c:14]([O:16][c:17]3[c:18]([CH3:27])[cH:19][c:20]([N+:24](=[O:25])[O-:26])[cH:21][c:22]3[CH3:23])[cH:15]2)[cH:6][cH:7]1.[OH:40][C:41]([C:42]([F:43])([F:44])[F:45])=[O:46]>>[F:1][c:2]1[cH:3][cH:4][c:5]([CH2:8][c:10]2[c:11]([O:28][CH3:29])[cH:12][cH:13][c:14]([O:16][c:17]3[c:18]([CH3:27])[cH:19][c:20]([N+:24](=[O:25])[O-:26])[cH:21][c:22]3[CH3:23])[cH:15]2)[cH:6][cH:7]1.